The task is: describe an organic reaction: reactants, conditions, products, and yield. This data is from the Open Reaction Database (ORD), a public repository of structured organic reaction records. As a reaction SMILES: [C:1](#[N:2])[c:3]1[cH:4][cH:5][cH:6][c:7]2[c:8]3[c:9]([nH:10][c:11]12)[c:12](=[O:36])[n:13]([CH2:22][C:23](=[O:24])[NH:25][CH:26]([CH:27]([C:28]([F:29])([F:30])[F:31])[OH:32])[CH:33]([CH3:34])[CH3:35])[c:14](-[c:16]1[cH:17][cH:18][cH:19][cH:20][cH:21]1)[cH:15]3.[CH3:38][N:39]([CH3:40])[CH2:41][CH2:42][CH2:43][N:44]=[C:45]=[N:46][CH2:47][CH3:48].[CH3:55][CH2:56][O:57][C:58](=[O:59])[CH3:60].[CH3:61][S:62](=[O:63])[CH3:64].[CH3:65][c:66]1[cH:67][cH:68][cH:69][cH:70][cH:71]1.[ClH:37].[OH:49][C:50]([CH:51]([Cl:52])[Cl:53])=[O:54]>>[C:1](#[N:2])[c:3]1[cH:4][cH:5][cH:6][c:7]2[c:8]3[c:9]([nH:10][c:11]12)[c:12](=[O:36])[n:13]([CH2:22][C:23](=[O:24])[NH:25][CH:26]([C:27]([C:28]([F:29])([F:30])[F:31])=[O:32])[CH:33]([CH3:34])[CH3:35])[c:14](-[c:16]1[cH:17][cH:18][cH:19][cH:20][cH:21]1)[cH:15]3. Reactants: CC(C)C(NC(=O)Cn1c(-c2ccccc2)cc2c([nH]c3c(C#N)cccc32)c1=O)C(O)C(F)(F)F, CCN=C=NCCCN(C)C, CCOC(C)=O, CS(C)=O, Cc1ccccc1, Cl, O=C(O)C(Cl)Cl. Yields the product CC(C)C(NC(=O)Cn1c(-c2ccccc2)cc2c([nH]c3c(C#N)cccc32)c1=O)C(=O)C(F)(F)F. Starting materials: N1=C(C)C=CC2=CC=CC=C12 (quinaldine), [N+](=O)([O-])C=1C=C(C=O)C=CC1 (m-nitrobenzaldehyde). The solvent is C(C)(=O)OC(C)=O (acetic anhydride). Reaction conditions: temperature 130 celsius, time 8 hour. The product is N1=C(C=CC2=CC=CC=C12)C=CC=1C=C(C=CC1)[N+](=O)[O-] (3-[2-(quinolin-2-yl)ethenyl]nitrobenzene). Reaction SMILES: [N:1]1[C:11]2[C:6](=[CH:7][CH:8]=[CH:9][CH:10]=2)[CH:5]=[CH:4][C:2]=1[CH3:3].[N+:12]([C:15]1[CH:16]=[C:17]([CH:20]=[CH:21][CH:22]=1)[CH:18]=O)([O-:14])=[O:13]>C(OC(=O)C)(=O)C>[N:1]1[C:11]2[C:6](=[CH:7][CH:8]=[CH:9][CH:10]=2)[CH:5]=[CH:4][C:2]=1[CH:3]=[CH:18][C:17]1[CH:16]=[C:15]([N+:12]([O-:14])=[O:13])[CH:22]=[CH:21][CH:20]=1. Reported procedure: A mixture of quinaldine (8 g) and m-nitrobenzaldehyde (8.4 g) in acetic anhydride (24 ml) was stirred at 130° C. overnight. The mixture was cooled to room temperature and poured into aqueous pH 7 buffer (250 ml). The solid was chromatographed on column of flash silica gel using as eluant dichloromethane to afford a solid which was recrystallized from ethyl acetate to afford the title product as a yellow solid: m.p. 145-147° C. Reactants: FC1=CC=C(C(=NO)N)C=C1 (4-fluoro-N′-hydroxybenzamidine), N1=C(C=CC=C1)C#CCCC(=O)O (5-(pyridin-2-yl)pent-4-ynoic acid), C=1C=CC2=C(C1)N=NN2O (HOBT), CCN=C=NCCCN(C)C.Cl (EDCI.HCl). Solvent: O1CCOCC1 (dioxane). Reaction conditions: temperature 100 celsius. The product is FC1=CC=C(C=C1)C1=NOC(=N1)CCC#CC1=NC=CC=C1 (2-(4-(3-(4-fluorophenyl)-1,2,4-oxadiazol-5-yl)but-1-ynyl)pyridine). The yield is 25.1%. Reaction SMILES: [F:1][C:2]1[CH:11]=[CH:10][C:5]([C:6]([NH2:9])=[N:7][OH:8])=[CH:4][CH:3]=1.[N:12]1[CH:17]=[CH:16][CH:15]=[CH:14][C:13]=1[C:18]#[C:19][CH2:20][CH2:21][C:22](O)=O.C1C=CC2N(O)N=NC=2C=1.CCN=C=NCCCN(C)C.Cl>O1CCOCC1>[F:1][C:2]1[CH:11]=[CH:10][C:5]([C:6]2[N:9]=[C:22]([CH2:21][CH2:20][C:19]#[C:18][C:13]3[CH:14]=[CH:15][CH:16]=[CH:17][N:12]=3)[O:8][N:7]=2)=[CH:4][CH:3]=1 |f:3.4|. Procedure: A mixture of commercially available 4-fluoro-N′-hydroxybenzamidine (220 mg, 1.4 mmol), 5-(pyridin-2-yl)pent-4-ynoic acid (330 mg, 1.4 mmol), HOBT (210 mg, 1.4 mmol) and EDCI.HCl (400 mg, 2.1 mmol) in dioxane (4.5 mL) was stirred at R.T for 7H, The reaction mixture was then heated at 100° C. for 36 h. The solvent was removed under reduced pressure and the residue was dissolved in DCM. The organic layer was washed with water, 1N NaOH and water. The organic layer was dried over Na2SO4, filtered and... As a reaction SMILES: Cl[C:2]1[C:10]2[C:9](=[O:11])[N:8]([CH3:12])[C:7](=[O:13])[N:6]([CH2:14][CH:15]([CH3:17])[CH3:16])[C:5]=2[S:4][C:3]=1[CH:18]=[O:19].[H-].[Na+].[CH3:22][CH:23]([SH:25])[CH3:24]>CN(C)C=O.O>[CH3:12][N:8]1[C:9](=[O:11])[C:10]2[C:2]([S:25][CH:23]([CH3:24])[CH3:22])=[C:3]([CH:18]=[O:19])[S:4][C:5]=2[N:6]([CH2:14][CH:15]([CH3:17])[CH3:16])[C:7]1=[O:13] |f:1.2|. Procedure: To a solution of 5-chloro-1,2,3,4-tetrahydro-3-methyl-1-(2-methylpropyl)-2,4-dioxo-thieno[2,3-d]pyrinidine-6-carboxaldehyde (Example 50 step b; 2 g) in dimethylformamide (20 ml) was added sodium hydride (0.3 g of 60% dispersion) followed by the addition of 2-propanethiol (0.6 g). The mixture was stirred for 24 hours at ambient temperature then the reaction was diluted with water (100 ml) and extracted thrice with ethyl acetate (3×100 ml). The organic phase was washed with water (100 ml), then wi... Starting materials: ClC1=C(SC=2N(C(N(C(C21)=O)C)=O)CC(C)C)C=O (5-Chloro-1,2,3,4-tetrahydro-3-methyl-1-(2-methylpropyl)-2,4-dioxo-thieno[2,3-d]pyrimidine-6-carboxaldehyde), [H-].[Na+] (sodium hydride), CC(C)S (2-propanethiol). Yield: 98.9%. Conditions: time 24 hour. The solvent is O (water), CN(C=O)C (dimethylformamide). Yields the product CN1C(N(C2=C(C1=O)C(=C(S2)C=O)SC(C)C)CC(C)C)=O (1,2,3,4-Tetrahydro-3-methyl-5-[(1-methylethyl)thio]-1-(2-methylpropyl)-2,4-dioxo-thieno[2,3-d]pyrimidine-6-carboxaldehyde). The reactants are C1=CC=C(C(=C1)CC2=CC=CC=C2O)O (bisphenol F), epoxy resin, C(C=C)(=O)O (acrylic acid). Yields the product C(C=C)(=O)[O-] (acrylate), C1=CC=C(C(=C1)CC2=CC=CC=C2O)O (bisphenol F), epoxy resin. As a reaction SMILES: [CH:1]1[CH:6]=[C:5]([CH2:7][C:8]2[C:13]([OH:14])=[CH:12][CH:11]=[CH:10][CH:9]=2)[C:4]([OH:15])=[CH:3][CH:2]=1.[C:16]([OH:20])(=[O:19])[CH:17]=[CH2:18]>>[C:16]([O-:20])(=[O:19])[CH:17]=[CH2:18].[CH:10]1[CH:9]=[C:8]([CH2:7][C:5]2[C:4]([OH:15])=[CH:3][CH:2]=[CH:1][CH:6]=2)[C:13]([OH:14])=[CH:12][CH:11]=1. Procedure: A bisphenol F-type epoxy resin (RE-404P, manufactured by Nippon Kayaku Co., Ltd., epoxy equivalent: 160 g/eq, hydrolyzed amount: 30 ppm) was reacted with acrylic acid of amount of 100% equivalent to epoxy groups, subjected to purification by liquid-separation treatment using ion exchanged water/toluene and then deprived of toluene by evaporation to obtain an acrylate of the bisphenol F-type epoxy resin. Thus obtained acrylate of the bisphenol F-type epoxy resin of 80 parts by weight, the Epoxy r... Product: C(CCC)NCC1=C(C=CC=C1)Cl (N-(n-butyl)-2-chlorobenzylamine). The solvent is O1CCCC1 (tetrahydrofuran), O1CCCC1 (tetrahydrofuran). The reactants are B (borane), C(CCC)NC(C1=C(C=CC=C1)Cl)=O (N-(n-butyl)-2-chlorobenzamide), Cl (hydrochloric acid). Procedure details: A solution of 21.2 g of N-(n-butyl)-2-chlorobenzamide in 100 ml of tetrahydrofuran was added with cooling to 200 ml of 1M borane in tetrahydrofuran and the mixture was stirred under reflux for 18 hours, allowed to cool, and treated with 6N hydrochloric acid. The organic solvent was evaporated, and the residue was partitioned between ether and aqueous sodium hydroxide solution. The ether layer was separated, dried, and evaporated. The residue was distilled to yield N-(n-butyl)-2-chlorobenzylamine... Reaction SMILES: [CH2:1]([NH:5][C:6](=O)[C:7]1[CH:12]=[CH:11][CH:10]=[CH:9][C:8]=1[Cl:13])[CH2:2][CH2:3][CH3:4].B.Cl>O1CCCC1>[CH2:1]([NH:5][CH2:6][C:7]1[CH:12]=[CH:11][CH:10]=[CH:9][C:8]=1[Cl:13])[CH2:2][CH2:3][CH3:4].